From a dataset of the Open Reaction Database (ORD), a public repository of structured organic reaction records. describe an organic reaction: reactants, conditions, products, and yield The reactants are [BH4-].[Na+] (sodium borohydride), C(C)OC(=O)C1(C(C2=CC=CC=C2C1)=O)NC(C1=CC(=C(C=C1)OC)OCCC=1C=C(C=CC1)C)=O (2-[4-Methoxy-3-(2-m-tolyl-ethoxy)-benzoylamino]-1-oxo-indane-2-carboxylic acid ethyl ester), CO (methanol). Solvent: C1CCOC1 (THF). Conditions: temperature -30 celsius, time 30 minute. Product: C(C)OC(=O)C1(C(C2=CC=CC=C2C1)O)NC(C1=CC(=C(C=C1)OC)OCCC=1C=C(C=CC1)C)=O (1-Hydroxy-2-[4-methoxy-3-(2-m-tolyl-ethoxy)-benzoylamino]-indane-2-carboxylic acid ethyl ester). Reaction SMILES: [CH2:1]([O:3][C:4]([C:6]1([NH:16][C:17](=[O:36])[C:18]2[CH:23]=[CH:22][C:21]([O:24][CH3:25])=[C:20]([O:26][CH2:27][CH2:28][C:29]3[CH:30]=[C:31]([CH3:35])[CH:32]=[CH:33][CH:34]=3)[CH:19]=2)[CH2:14][C:13]2[C:8](=[CH:9][CH:10]=[CH:11][CH:12]=2)[C:7]1=[O:15])=[O:5])[CH3:2].[BH4-].[Na+].CO>C1COCC1>[CH2:1]([O:3][C:4]([C:6]1([NH:16][C:17](=[O:36])[C:18]2[CH:23]=[CH:22][C:21]([O:24][CH3:25])=[C:20]([O:26][CH2:27][CH2:28][C:29]3[CH:30]=[C:31]([CH3:35])[CH:32]=[CH:33][CH:34]=3)[CH:19]=2)[CH2:14][C:13]2[C:8](=[CH:9][CH:10]=[CH:11][CH:12]=2)[CH:7]1[OH:15])=[O:5])[CH3:2] |f:1.2|. Procedure: The compound of step 1 (0.439 g, 0.900 mmol) was dissolved in THF (4 ml). The mixture was cooled to −30° C. and sodium borohydride (35 mg, 0.90 mmol) was added followed by dropwise addition of methanol. After 30 min, the mixture was partitioned between diethyl ether and 2 N hydrochloric acid, the aqueous phase was extracted with diethyl ether, the combined organic phases were dried over sodium sulfate and evaporated to dryness. The residue was purified by silica gel chromatography (HEP/EA gradie... The reactants are C(C)(C)(C)C1=CC=C(OCCCCCCCCCCC(=O)OC)C=C1 (methyl 11-(p-tert-butylphenoxy)-undecanoate), [H-].[Al+3].[Li+].[H-].[H-].[H-] (lithium aluminum hydride). Run in C(C)OCC (diethyl ether), C(C)OCC (diethyl ether). Yields the product C(C)(C)(C)C1=CC=C(OCCCCCCCCCCCO)C=C1 (11-p-t-butylphenoxy-1-undecanol). As a reaction SMILES: [C:1]([C:5]1[CH:25]=[CH:24][C:8]([O:9][CH2:10][CH2:11][CH2:12][CH2:13][CH2:14][CH2:15][CH2:16][CH2:17][CH2:18][CH2:19][C:20](OC)=[O:21])=[CH:7][CH:6]=1)([CH3:4])([CH3:3])[CH3:2].[H-].[Al+3].[Li+].[H-].[H-].[H-]>C(OCC)C>[C:1]([C:5]1[CH:25]=[CH:24][C:8]([O:9][CH2:10][CH2:11][CH2:12][CH2:13][CH2:14][CH2:15][CH2:16][CH2:17][CH2:18][CH2:19][CH2:20][OH:21])=[CH:7][CH:6]=1)([CH3:4])([CH3:2])[CH3:3] |f:1.2.3.4.5.6|. Procedure details: The methyl 11-(p-tert-butylphenoxy)-undecanoate, 3.7 g, 10.6 mmoles, was dissolved in 100 ml dry diethyl ether and added, dropwise, to a stirred slurry of 0.5 g lithium aluminum hydride in 100 ml dry diethyl ether. After one hour the reaction mixture was filtered through Celite and the filtrate was treated with 100 ml 1N hydrochloric acid. The organic layer was removed, dried (MgSO4), and concentrated to a yellow oil, 2.7 g. The oil was chromatographed on 200 g 90 to 200 mesh silica gel (2% MeOH... Starting materials: COc1nc2c(cc1N)C(C)CN(C(=O)C(F)(F)F)CC2, ClCCl, O=C1CCC(=O)N1Br. The product is COc1nc2c(c(Br)c1N)C(C)CN(C(=O)C(F)(F)F)CC2. As a reaction SMILES: [CH3:9][O:10][c:11]1[c:12]([NH2:29])[cH:13][c:14]2[c:15]([n:28]1)[CH2:16][CH2:17][N:18]([C:22]([C:23]([F:24])([F:25])[F:26])=[O:27])[CH2:19][CH:20]2[CH3:21].[Cl:30][CH2:31][Cl:32].[O:1]=[C:2]1[N:3]([Br:8])[C:4](=[O:5])[CH2:6][CH2:7]1>>[Br:8][c:13]1[c:12]([NH2:29])[c:11]([O:10][CH3:9])[n:28][c:15]2[c:14]1[CH:20]([CH3:21])[CH2:19][N:18]([C:22]([C:23]([F:24])([F:25])[F:26])=[O:27])[CH2:17][CH2:16]2. Solvent: O (water). Product: ClC=1C=C(C=C(C1OC1=NC=C(C=C1Cl)C(F)(F)F)Cl)OCC1=CC=CC=C1 (3,5-dichloro-4-(3-chloro-5-trifluoromethyl-2-pyridyloxy)-1-benzyloxybenzene). Reported procedure: Then, 0.85 g of 2,6-dichloro-4-benzyloxyphenol, 0.48 g of potassium carbonate, 0.75 g of 2,3-dichloro-5-trifluoromethylpyridine and 10 ml of N,N-dimethylformamide were charged into a reaction vessel, and stirred at 85 to 90° C. for 3 hours. Then, the reaction solution was cooled to room temperature, poured into water and extracted twice with 50 ml of diethyl ether. The ether layers were combined, washed with water, dried over anhydrous magnesium sulfate and then concentrated to give a crude prod... Starting materials: ClC1=C(C(=CC(=C1)OCC1=CC=CC=C1)Cl)O (2,6-dichloro-4-benzyloxyphenol), C([O-])([O-])=O.[K+].[K+] (potassium carbonate), ClC1=NC=C(C=C1Cl)C(F)(F)F (2,3-dichloro-5-trifluoromethylpyridine), CN(C=O)C (N,N-dimethylformamide), crude product. Isolated yield 98.1%. As a reaction SMILES: [Cl:1][C:2]1[CH:7]=[C:6]([O:8][CH2:9][C:10]2[CH:15]=[CH:14][CH:13]=[CH:12][CH:11]=2)[CH:5]=[C:4]([Cl:16])[C:3]=1[OH:17].C(=O)([O-])[O-].[K+].[K+].Cl[C:25]1[C:30]([Cl:31])=[CH:29][C:28]([C:32]([F:35])([F:34])[F:33])=[CH:27][N:26]=1.CN(C)C=O>O>[Cl:1][C:2]1[CH:7]=[C:6]([O:8][CH2:9][C:10]2[CH:15]=[CH:14][CH:13]=[CH:12][CH:11]=2)[CH:5]=[C:4]([Cl:16])[C:3]=1[O:17][C:25]1[C:30]([Cl:31])=[CH:29][C:28]([C:32]([F:35])([F:33])[F:34])=[CH:27][N:26]=1 |f:1.2.3|. Reaction conditions: temperature 87.5 celsius, time 3 hour. Reported procedure: The procedure was identical to Example 2, with the exception that 4-cyanopyridine (0.208 g; 2.00 mmol) was used as a substrate instead of benzonitrile. GC analysis of the organic phase of the hydrolyzed reaction sample after 20 h at 65° C. showed the presence of 0.88 mmol (44% yield) of 4-(phenylethynyl)pyridine, and no remaining 4-cyanopyridine in the reaction mixture. Reaction conditions: time 20 hour. The product is C1(=CC=CC=C1)C#CC1=CC=NC=C1 (4-(phenylethynyl)pyridine). Starting materials: C(#N)C1=CC=NC=C1 (4-cyanopyridine), C(C1=CC=CC=C1)#N (benzonitrile). Isolated yield 44.0%. Reaction SMILES: [C:1]([C:3]1[CH:8]=[CH:7][N:6]=[CH:5][CH:4]=1)#N.[C:9](#N)[C:10]1[CH:15]=[CH:14][CH:13]=[CH:12][CH:11]=1>>[C:10]1([C:9]#[C:1][C:3]2[CH:8]=[CH:7][N:6]=[CH:5][CH:4]=2)[CH:15]=[CH:14][CH:13]=[CH:12][CH:11]=1. The reactants are C(=O)(OCC)CC(=O)N(C1=C(C=CC=C1)[N+](=O)[O-])C (N-carbethoxy acetyl N-methyl o-nitro aniline), Cl (hydrochloric acid), ice water. Reagents/catalysts: [Zn] (zinc). Run at time 8 hour. The product is C(=O)(OCC)CC(=O)N(C1=C(C=CC=C1)N)C (N-carbethoxy acetyl N-methyl o-phenylene diamine). Reaction SMILES: [C:1]([CH2:6][C:7]([N:9]([CH3:19])[C:10]1[CH:15]=[CH:14][CH:13]=[CH:12][C:11]=1[N+:16]([O-])=O)=[O:8])([O:3][CH2:4][CH3:5])=[O:2].Cl>[Zn]>[C:1]([CH2:6][C:7]([N:9]([CH3:19])[C:10]1[CH:15]=[CH:14][CH:13]=[CH:12][C:11]=1[NH2:16])=[O:8])([O:3][CH2:4][CH3:5])=[O:2]. Reported procedure: 11 g. of N-carbethoxy acetyl N-methyl o-nitro aniline are admixed with 16.2 g. of powdered zinc, and 100 g. of cracked ice are added, whilst agitating; 62 cc. of concentrated hydrochloric acid, diluted with 250 cc. of ice water, are then added, and this is cooled to -5°-10° C. for 10 to 15 minutes; the temperature is allowed to raise again to +5° C. within 30 minutes, this is filtered, the filtrate is alkalinized with ammonium hydroxide and extracted with chloroform; the chloroformic phases are ...